From a dataset of the Open Reaction Database (ORD), a public repository of structured organic reaction records. describe an organic reaction: reactants, conditions, products, and yield Starting materials: FC=1C=NN(C1)C1=NC=C(C(=N1)O)C(=O)N[C@@H](C1=CC=C(C=C1)P(OCC)(=O)C)C1=CC=C(C=C1)F (Ethyl 4-((R)-(2-(4-fluoro-1H-pyrazol-1-yl)-4-hydroxypyrimidine-5-carboxamido)(4-fluorophenyl)methyl)phenyl(methyl)phosphinate), [OH-].[Na+] (NaOH). Run in O1CCOCC1 (dioxane). Run at temperature 80 celsius. Yields the product FC=1C=NN(C1)C1=NC=C(C(=N1)O)C(=O)N[C@@H](C1=CC=C(C=C1)P(O)(=O)C)C1=CC=C(C=C1)F (4-((R)-(2-(4-fluoro-1H-pyrazol-1-yl)-4-hydroxypyrimidine-5-carboxamido)(4-fluorophenyl)methyl)phenyl(methyl)phosphinic acid). RXN SMILES: [F:1][C:2]1[CH:3]=[N:4][N:5]([C:7]2[N:12]=[C:11]([OH:13])[C:10]([C:14]([NH:16][C@H:17]([C:30]3[CH:35]=[CH:34][C:33]([F:36])=[CH:32][CH:31]=3)[C:18]3[CH:23]=[CH:22][C:21]([P:24]([CH3:29])(=[O:28])[O:25]CC)=[CH:20][CH:19]=3)=[O:15])=[CH:9][N:8]=2)[CH:6]=1.[OH-].[Na+]>O1CCOCC1>[F:1][C:2]1[CH:3]=[N:4][N:5]([C:7]2[N:12]=[C:11]([OH:13])[C:10]([C:14]([NH:16][C@H:17]([C:30]3[CH:35]=[CH:34][C:33]([F:36])=[CH:32][CH:31]=3)[C:18]3[CH:19]=[CH:20][C:21]([P:24]([CH3:29])(=[O:25])[OH:28])=[CH:22][CH:23]=3)=[O:15])=[CH:9][N:8]=2)[CH:6]=1 |f:1.2|. Reported procedure: A solution of compound 29-a (4 g, 7.8 mmol) in 30 ml of dioxane was treated with 7 ml of 3N NaOH. The mixture was heated at 80° C. for one hour. The mixture was then concentrated under vacuum and the resulting residue was diluted with water and washed with ethyl acetate. The aqueous layer was acidified with conc. HCl to pH=1 and the expected product, 29-1, crashed out (700 mg of crude). The product can be further purified via prep-HPLC (152 mg, 5%). 1H NMR (300 MHz, CD3OD): δ 8.66 (s, 1H), 8.57 ...